From a dataset of the Open Reaction Database (ORD), a public repository of structured organic reaction records. describe an organic reaction: reactants, conditions, products, and yield The reactants are N1C=2C3=C(C=NC2CCC1)C=CC=C3 (1,2,3,4-tetrahydrobenzo[c]-1,5-naphthyridine), C(C1=CC=CC=C1)(=O)Cl (benzoyl chloride), resultant solution. The solvent is [OH-].[K+] (KOH). Yields the product C(C1=CC=CC=C1)(=O)N1C=2C3=C(C=NC2CCC1)C=CC=C3 (1-Benzoyl-1,2,3,4-tetrahydrobenzo[c]-1,5-naphthyridine). Isolated yield 86.8%. RXN SMILES: [NH:1]1[CH2:10][CH2:9][CH2:8][C:7]2[N:6]=[CH:5][C:4]3[CH:11]=[CH:12][CH:13]=[CH:14][C:3]=3[C:2]1=2.[C:15](Cl)(=[O:22])[C:16]1[CH:21]=[CH:20][CH:19]=[CH:18][CH:17]=1>[OH-].[K+]>[C:15]([N:1]1[CH2:10][CH2:9][CH2:8][C:7]2[N:6]=[CH:5][C:4]3[CH:11]=[CH:12][CH:13]=[CH:14][C:3]=3[C:2]1=2)(=[O:22])[C:16]1[CH:21]=[CH:20][CH:19]=[CH:18][CH:17]=1 |f:2.3|. Procedure: A stirred solution of 1,2,3,4-tetrahydrobenzo[c]-1,5-naphthyridine (4.6 g) and KOH-dried pyridine (50 ml) was treated dropwise over one minute with benzoyl chloride (8.4 g). A crystalline precipitate formed. The stirred suspension was heated (steam bath) for 1.25 hours and the resultant solution was then stirred overnight at ambient temperature during which a crystalline precipitate formed. The mixture was decanted into water (200 ml), basified with 10% sodium hydroxide solution and extracted wi...